Dataset: the Open Reaction Database (ORD), a public repository of structured organic reaction records. Task: describe an organic reaction: reactants, conditions, products, and yield Starting materials: BrCC1=CC=C(C(=O)Br)C=C1 (4-Bromomethylbenzoyl bromide), C(C)(C)(C)O (t-butanol). Solvent: C(Cl)Cl (DCM). Conditions: time 20 hour. Yields the product C(C)(C)(C)OC(C1=CC=C(C=C1)CBr)=O (4-Bromomethylbenzoic acid t-butyl ester). Isolated yield 53.8%. As a reaction SMILES: [Br:1][CH2:2][C:3]1[CH:11]=[CH:10][C:6]([C:7](Br)=[O:8])=[CH:5][CH:4]=1.[C:12]([OH:16])([CH3:15])([CH3:14])[CH3:13]>C(Cl)Cl>[C:12]([O:16][C:7](=[O:8])[C:6]1[CH:10]=[CH:11][C:3]([CH2:2][Br:1])=[CH:4][CH:5]=1)([CH3:15])([CH3:14])[CH3:13]. Procedure details: 4-Bromomethylbenzoyl bromide (13.9 g, 50 mmol, 1.0 eq) was added to 50 mL of DCM, followed by t-butanol (9.6 mL, 100 mmol, 2.0 eq) and the mixture was slowly warmed to room temperature. After 20 hours, the reaction was concentrated under reduced pressure, dissolved into 350 mL EtOAc, washed with 400 mL sat. bicarbonate and 200 mL saturated aqueous NaCl. The organic was dried over MgSO4, filtered, and concentrated under reduced pressure to yield intermediate (19a) as a semisolid (7.3 g).